describe an organic reaction: reactants, conditions, products, and yield From a dataset of the Open Reaction Database (ORD), a public repository of structured organic reaction records. Reactants: C(C)(=O)O[BH-](OC(C)=O)OC(C)=O.[Na+] (sodium triacetoxyborohydride), CC1=CC=C2NC=C(CCN)C2=C1 (5-Methyltryptamine), CN(C1(CCC(CC1)=O)C1=CC=CC=C1)C (4-dimethylamino-4-phenylcyclohexanone), ClCCCl (1,2-dichloroethane), O=O (oxygen). Procedure details: 5-Methyltryptamine (348 mg) and 4-dimethylamino-4-phenylcyclohexanone (435 mg) were dissolved in dry 1,2-dichloroethane (5 ml) and tetrahydrofuran (15 ml) with the exclusion of oxygen. Glacial acetic acid (114 μl) and sodium triacetoxyborohydride (600 mg) were added to this mixture and the mixture was stirred for 24 hours at RT. For working up, the mixture was concentrated, the residue was taken up in 1M HCl (20 ml) and diethyl ether (40 ml), the phases were separated, and the aqueous phase was ... RXN SMILES: [CH3:1][C:2]1[CH:13]=[C:12]2[C:5]([NH:6][CH:7]=[C:8]2[CH2:9][CH2:10][NH2:11])=[CH:4][CH:3]=1.[CH3:14][N:15]([CH3:29])[C:16]1([C:23]2[CH:28]=[CH:27][CH:26]=[CH:25][CH:24]=2)[CH2:21][CH2:20][C:19](=O)[CH2:18][CH2:17]1.O=O.C(O[BH-](OC(=O)C)OC(=O)C)(=O)C.[Na+].[Cl:46]CCCl>C(O)(=O)C.O1CCCC1>[ClH:46].[ClH:46].[CH3:14][N:15]([CH3:29])[C:16]1([C:23]2[CH:24]=[CH:25][CH:26]=[CH:27][CH:28]=2)[CH2:17][CH2:18][CH:19]([NH:11][CH2:10][CH2:9][C:8]2[C:12]3[C:5](=[CH:4][CH:3]=[C:2]([CH3:1])[CH:13]=3)[NH:6][CH:7]=2)[CH2:20][CH2:21]1 |f:3.4,8.9.10|. Run at time 24 hour. Run in C(C)(=O)O (acetic acid), O1CCCC1 (tetrahydrofuran). The product is Cl.Cl.CN(C1(CCC(CC1)NCCC1=CNC2=CC=C(C=C12)C)C1=CC=CC=C1)C (N,N-Dimethyl-N′-[2-(5-methyl-1H-indol-3-yl)-ethyl]-1-phenyl-cyclohexane-1,4-diamine dihydrochloride). Reactants: C(C)(C)(C)OC(=O)N1C[C@@H](CCC1)C(=O)O ((R)-1-(tert-butoxycarbonyl)piperidine-3-carboxylic acid), C(=O)(C(F)(F)F)O.C(Cl)Cl (TFA DCM), BrCC(O)C1=CC=C(C=C1)C1=NOC(=N1)C1=NOC(=C1CCC)C1=CC=CC=C1 (2-bromo-1-(4-(5-(5-phenyl-4-propylisoxazol-3-yl)-1,2,4-oxadiazol-3-yl)phenyl)ethanol), 1C, C1CCC2=NCCCN2CC1 (DBU). Reaction conditions: temperature 80 celsius, time 1 hour. The product is OC(CN1C[C@@H](CCC1)C(=O)O)C1=CC=C(C=C1)C1=NOC(=N1)C1=NOC(=C1CCC)C1=CC=CC=C1 ((3R)-1-(2-hydroxy-2-(4-(5-(5-phenyl-4-propylisoxazol-3-yl)-1,2,4-oxadiazol-3-yl)phenyl)ethyl)piperidine-3-carboxylic acid). RXN SMILES: C(O[C:6]([N:8]1[CH2:13][CH2:12][CH2:11][C@@H:10]([C:14]([OH:16])=[O:15])[CH2:9]1)=O)(C)(C)C.C(O)(C(F)(F)F)=O.C(Cl)Cl.C1CCN2C(=NCCC2)CC1.BrC[CH:40]([C:42]1[CH:47]=[CH:46][C:45]([C:48]2[N:52]=[C:51]([C:53]3[C:57]([CH2:58][CH2:59][CH3:60])=[C:56]([C:61]4[CH:66]=[CH:65][CH:64]=[CH:63][CH:62]=4)[O:55][N:54]=3)[O:50][N:49]=2)=[CH:44][CH:43]=1)[OH:41]>>[OH:41][CH:40]([C:42]1[CH:43]=[CH:44][C:45]([C:48]2[N:52]=[C:51]([C:53]3[C:57]([CH2:58][CH2:59][CH3:60])=[C:56]([C:61]4[CH:62]=[CH:63][CH:64]=[CH:65][CH:66]=4)[O:55][N:54]=3)[O:50][N:49]=2)=[CH:46][CH:47]=1)[CH2:6][N:8]1[CH2:13][CH2:12][CH2:11][C@@H:10]([C:14]([OH:16])=[O:15])[CH2:9]1 |f:1.2|. Procedure details: To (R)-1-(tert-butoxycarbonyl)piperidine-3-carboxylic acid (45.4 mg, 0.198 mmol) was added TFA/DCM (1:1). The mixture was stirred for 1 hour and solvent was removed solvent in vacuo, followed by chasing once with DCM. The resulting mixture was dried in vacuo. This crude residue was dissolved in DMSO (2 mL) and DBU (0.060 mL, 0.396 mmol) was added. After 5 minutes, 2-bromo-1-(4-(5-(5-phenyl-4-propylisoxazol-3-yl)-1,2,4-oxadiazol-3-yl)phenyl)ethanol, Preparation 1C (30 mg, 0.066 mmol) was added. T... Starting materials: COC(=O)CCCCCCCn1c(=O)[nH]c2ccccc21, Fc1ccc(CCl)cc1, [H-], [I-], [Na+], [Na+], CN(C)C=O. Yields the product COC(=O)CCCCCCCn1c(=O)n(Cc2ccc(F)cc2)c2ccccc21. RXN SMILES: [CH3:3][O:4][C:5]([CH2:6][CH2:7][CH2:8][CH2:9][CH2:10][CH2:11][CH2:12][n:13]1[c:14](=[O:22])[nH:15][c:16]2[c:17]1[cH:18][cH:19][cH:20][cH:21]2)=[O:23].[F:24][c:25]1[cH:26][cH:27][c:28]([CH2:29][Cl:30])[cH:31][cH:32]1.[H-:2].[I-:34].[Na+:1].[Na+:33].[O:35]=[CH:36][N:37]([CH3:38])[CH3:39]>>[CH3:3][O:4][C:5]([CH2:6][CH2:7][CH2:8][CH2:9][CH2:10][CH2:11][CH2:12][n:13]1[c:14](=[O:22])[n:15]([CH2:29][c:28]2[cH:27][cH:26][c:25]([F:24])[cH:32][cH:31]2)[c:16]2[c:17]1[cH:18][cH:19][cH:20][cH:21]2)=[O:23]. The reactants are O=C1CCC(C2=CC=CC=C12)N=C=S (1,2,3,4-tetrahydro-4-oxo-1-naphthyl isothiocyanate), C(C)O (ethanol), C(C)N (ethylamine), C(C)N (ethylamine). Solvent: C(Cl)Cl (methylene chloride). Reaction conditions: time 18 hour. Yields the product C(C)NC(=S)NC1CCC(C2=CC=CC=C12)=O (1-Ethyl-3-(1,2,3,4-tetrahydro-4-oxo-1-naphthyl)-2-thiourea). Reaction SMILES: [O:1]=[C:2]1[C:11]2[C:6](=[CH:7][CH:8]=[CH:9][CH:10]=2)[CH:5]([N:12]=[C:13]=[S:14])[CH2:4][CH2:3]1.C(O)C.[CH2:18]([NH2:20])[CH3:19]>C(Cl)Cl>[CH2:18]([NH:20][C:13]([NH:12][CH:5]1[C:6]2[C:11](=[CH:10][CH:9]=[CH:8][CH:7]=2)[C:2](=[O:1])[CH2:3][CH2:4]1)=[S:14])[CH3:19]. Procedure details: To a solution of 1,2,3,4-tetrahydro-4-oxo-1-naphthyl isothiocyanate (5.0 g.) in methylene chloride (100 ml.), ethylamine is added via ethanol (15 ml.) saturated with ethylamine. After stirring for 18 hours, the mixture is heated at reflux for 2 hours, cooled and evaporated to dryness in vacuo. The residue is triturated with water and the title compound collected and dried; m.p. 134° C to 138° C. Starting materials: CCOC(CSc1cccc(OC)c1)OCC, CC(=O)O, O. Product: COc1cccc(SCC=O)c1. RXN SMILES: [CH2:1]([O:3][CH:4]([O:2][CH2:15][CH3:16])[CH2:5][S:6][c:7]1[cH:8][c:9]([O:13][CH3:14])[cH:10][cH:11][cH:12]1)[CH3:17].[CH3:18][C:19](=[O:20])[OH:21].[OH2:22]>>[O:3]=[CH:4][CH2:5][S:6][c:7]1[cH:8][c:9]([O:13][CH3:14])[cH:10][cH:11][cH:12]1. The reactants are OCC(CO)CO (2-Hydroxymethyl-1,3-propanediol), COC(C)(C)OC (2,2-dimethoxypropane), O1CCCC1 (tetrahydrofuran). Solvent: C(C)N(CC)CC (Triethylamine). Run at temperature 20 celsius, time 1 hour. Product: CC1(OCC(CO1)CO)C (2,2-Dimethyl-5-hydroxymethyl-1,3-dioxan). The yield is 106.8%. As a reaction SMILES: [OH:1][CH2:2][CH:3]([CH2:6][OH:7])[CH2:4][OH:5].CO[C:10](OC)([CH3:12])[CH3:11].O1CCCC1>C(N(CC)CC)C>[CH3:11][C:10]1([CH3:12])[O:5][CH2:4][CH:3]([CH2:6][OH:7])[CH2:2][O:1]1. Procedure: A mixture of 2-Hydroxymethyl-1,3-propanediol (9.0 g, 61.6 mmol), 2,2-dimethoxypropane (11.7 ml, 95.2 mmol) 4-toluenesulphonic acid monohydrate (0.49 g, 2.58 mmol) and tetrahydrofuran (450 ml) was stirred at 20° C. for 1 hour. Triethylamine (5 ml) was then added and the solvent removed under reduced pressure. Chromatography on silica gel (eluted with chloroform ethanol, 10.1) afforded the title compound (9.62 g, 78%) as a colourless oil. 1R: υmax (film) 3431, 2993, 2943, 2874, 1482, 1456, 1373 cm... The reactants are C1CCCC(N2CCNCC2)CC1, O=C(Cl)Oc1ccc(Oc2ccc(C(F)(F)F)cc2)cc1. The product is O=C(Oc1ccc(Oc2ccc(C(F)(F)F)cc2)cc1)N1CCN(C2CCCCCC2)CC1, Cl. Reaction SMILES: [CH:22]1([N:29]2[CH2:30][CH2:31][NH:32][CH2:33][CH2:34]2)[CH2:23][CH2:24][CH2:25][CH2:26][CH2:27][CH2:28]1.[Cl:1][C:2](=[O:3])[O:4][c:5]1[cH:6][cH:7][c:8]([O:11][c:12]2[cH:13][cH:14][c:15]([C:18]([F:19])([F:20])[F:21])[cH:16][cH:17]2)[cH:9][cH:10]1>>[C:2](=[O:3])([O:4][c:5]1[cH:6][cH:7][c:8]([O:11][c:12]2[cH:13][cH:14][c:15]([C:18]([F:19])([F:20])[F:21])[cH:16][cH:17]2)[cH:9][cH:10]1)[N:32]1[CH2:31][CH2:30][N:29]([CH:22]2[CH2:23][CH2:24][CH2:25][CH2:26][CH2:27][CH2:28]2)[CH2:34][CH2:33]1.[ClH:1]. The reactants are CN1C(=CC2=CC=CC=C12)C=1C=C(C=NC1)CN (C-[5-(1-Methyl-1H-indol-2-yl)-pyridin-3-yl]-methylamine), C(C)S(=O)(=O)Cl (ethanesulfonyl chloride). The product is CN1C(=CC2=CC=CC=C12)C=1C=C(C=NC1)CNS(=O)(=O)CC (N-[5-(1-methyl-1H-indol-2-yl)-pyridin-3-ylmethyl]-ethanesulfonamide). RXN SMILES: [CH3:1][N:2]1[C:10]2[C:5](=[CH:6][CH:7]=[CH:8][CH:9]=2)[CH:4]=[C:3]1[C:11]1[CH:12]=[C:13]([CH2:17][NH2:18])[CH:14]=[N:15][CH:16]=1.[CH2:19]([S:21](Cl)(=[O:23])=[O:22])[CH3:20]>>[CH3:1][N:2]1[C:10]2[C:5](=[CH:6][CH:7]=[CH:8][CH:9]=2)[CH:4]=[C:3]1[C:11]1[CH:12]=[C:13]([CH2:17][NH:18][S:21]([CH2:19][CH3:20])(=[O:23])=[O:22])[CH:14]=[N:15][CH:16]=1. Procedure: C-[5-(1-Methyl-1H-indol-2-yl)-pyridin-3-yl]-methylamine (Example 200b) and ethanesulfonyl chloride are processed according to the method described in Example 186f to give N-[5-(1-methyl-1H-indol-2-yl)-pyridin-3-ylmethyl]-ethanesulfonamide. 1H NMR (400 MHz, MeOD) δ ppm 1.37 (t, J=7.3 Hz, 3H), 3.13 (q, J=7.4 Hz, 2H), 3.82 (s, 3H), 4.43 (s, 2H), 6.70 (s, 1H), 7.01-7.18 (m, 1H), 7.20-7.36 (m, 1H), 7.48 (d, J=8.3 Hz, 1H), 7.62 (d, J=7.8 Hz, 1H), 8.10 (t, J=2.1 Hz, 1H), 8.61 (d, J=2.0 Hz, 1H), 8.71 (d... Reactants: CC(C)(C)[Si](C)(C)Oc1ccc(C2CCC(O)CC2)c(O[Si](C)(C)C(C)(C)C)c1, CCN=C=O, CCN(C(C)C)C(C)C, CC(Cl)Cl. Product: CCNC(=O)OC1CCC(c2ccc(O[Si](C)(C)C(C)(C)C)cc2O[Si](C)(C)C(C)(C)C)CC1. RXN SMILES: [C:15]([CH3:16])([CH3:17])([CH3:18])[Si:19]([O:20][c:21]1[c:22]([CH:35]2[CH2:36][CH2:37][CH:38]([OH:41])[CH2:39][CH2:40]2)[cH:23][cH:24][c:25]([O:27][Si:28]([CH3:29])([CH3:30])[C:31]([CH3:32])([CH3:33])[CH3:34])[cH:26]1)([CH3:42])[CH3:43].[CH2:10]([CH3:11])[N:12]=[C:13]=[O:14].[CH:1]([N:2]([CH2:3][CH3:4])[CH:5]([CH3:6])[CH3:7])([CH3:8])[CH3:9].[Cl:44][CH:45]([Cl:46])[CH3:47]>>[CH2:10]([CH3:11])[NH:12][C:13](=[O:14])[O:41][CH:38]1[CH2:37][CH2:36][CH:35]([c:22]2[c:21]([O:20][Si:19]([C:15]([CH3:16])([CH3:17])[CH3:18])([CH3:42])[CH3:43])[cH:26][c:25]([O:27][Si:28]([CH3:29])([CH3:30])[C:31]([CH3:32])([CH3:33])[CH3:34])[cH:24][cH:23]2)[CH2:40][CH2:39]1.